Dataset: the Open Reaction Database (ORD), a public repository of structured organic reaction records. Task: describe an organic reaction: reactants, conditions, products, and yield Starting materials: COC1=CC=C(CC2=COC3=C2C=CC=C3)C=C1 (3-p-methoxybenzylbenzofuran), CC=1C=C(C(=O)Cl)C=C(C1)C (3,5-dimethylbenzoyl chloride), stannic chloride. RXN SMILES: [CH3:1][O:2][C:3]1[CH:18]=[CH:17][C:6]([CH2:7][C:8]2[C:12]3[CH:13]=[CH:14][CH:15]=[CH:16][C:11]=3[O:10][CH:9]=2)=[CH:5][CH:4]=1.[CH3:19][C:20]1[CH:21]=[C:22]([CH:26]=[C:27]([CH3:29])[CH:28]=1)[C:23](Cl)=[O:24]>C(Cl)Cl>[CH3:1][O:2][C:3]1[CH:4]=[CH:5][C:6]([CH2:7][C:8]2[C:12]3[CH:13]=[CH:14][CH:15]=[CH:16][C:11]=3[O:10][C:9]=2[C:23](=[O:24])[C:22]2[CH:26]=[C:27]([CH3:29])[CH:28]=[C:20]([CH3:19])[CH:21]=2)=[CH:17][CH:18]=1. Run in C(Cl)Cl (methylene chloride). The product is COC1=CC=C(CC2=C(OC3=C2C=CC=C3)C(C3=CC(=CC(=C3)C)C)=O)C=C1 (3-p-methoxybenzyl-2-(3',5'-dimethylbenzoyl)benzofuran). Procedure: Acylation of 3-p-methoxybenzylbenzofuran with 3,5-dimethylbenzoyl chloride and stannic chloride in methylene chloride according to the procedure described in Example 1 gives 3-p-methoxybenzyl-2-(3',5'-dimethylbenzoyl)benzofuran. Starting materials: CN(C)CCN(C)C, ClCCl, O=C1CCCc2c(F)cccc2N1, C[Si](C)(C)I, I. Yields the product O=C1Nc2cccc(F)c2CCC1I. As a reaction SMILES: [CH3:14][N:15]([CH3:16])[CH2:17][CH2:18][N:19]([CH3:20])[CH3:21].[Cl:28][CH2:29][Cl:30].[F:1][c:2]1[cH:3][cH:4][cH:5][c:6]2[c:7]1[CH2:8][CH2:9][CH2:10][C:11](=[O:13])[NH:12]2.[I:22][Si:23]([CH3:24])([CH3:25])[CH3:26].[I:27]>>[F:1][c:2]1[cH:3][cH:4][cH:5][c:6]2[c:7]1[CH2:8][CH2:9][CH:10]([I:22])[C:11](=[O:13])[NH:12]2. The reactants are O=C(CCCC#N)C (5-oxo-hexanenitrile), NC1=NC=CC=C1C=O (2-amino-3-formylpyridine), N1[C@H](C(=O)O)CCC1 (proline). RXN SMILES: O=C(C)[CH2:3][CH2:4][CH2:5][C:6]#[N:7].[NH2:9][C:10]1[C:15]([CH:16]=O)=[CH:14][CH:13]=[CH:12][N:11]=1.N1CCC[C@H:19]1[C:20](O)=O>C(O)C>[N:11]1[C:10]2[C:15](=[CH:16][CH:19]=[CH:20][N:9]=2)[CH:14]=[CH:13][C:12]=1[CH2:3][CH2:4][CH2:5][C:6]#[N:7]. Yields the product N1=C(C=CC2=CC=CN=C12)CCCC#N (4-[1,8]Naphthyridin-2-yl-butyronitrile). The solvent is C(C)O (ethanol). Reported procedure: A mixture of 5-oxo-hexanenitrile (8-1) (5 ml, 43.8 mmol), 2-amino-3-formylpyridine (7 g, 57 mmol), proline (5.3 g, 43.8 mmol) and ethanol (100 mL) was heated at reflux for 12 hours. Following evaporation of the solvent, the residue was chromatographed (silica gel, ethyl acetate) to give 8-2 as a white solid.